This data is from the Open Reaction Database (ORD), a public repository of structured organic reaction records. The task is: describe an organic reaction: reactants, conditions, products, and yield The reactants are OC1=C(C=C(C#N)C=C1)OC (4-hydroxy-3-methoxybenzonitrile), S (hydrogen sulfide), C(C)NCC (Diethyl amine). Solvent: CN(C)C=O (DMF). Reaction conditions: temperature 70 celsius. Product: OC1=C(C=C(C=C1)C(N)=S)OC (4-hydroxy-3-methoxybenzenecarbothioamide). Reaction SMILES: [OH:1][C:2]1[CH:9]=[CH:8][C:5]([C:6]#[N:7])=[CH:4][C:3]=1[O:10][CH3:11].[SH2:12].C(NCC)C>CN(C=O)C>[OH:1][C:2]1[CH:9]=[CH:8][C:5]([C:6](=[S:12])[NH2:7])=[CH:4][C:3]=1[O:10][CH3:11]. Reported procedure: A solution of 4-hydroxy-3-methoxybenzonitrile (15.0 g, 0.1 mol) in DMF (150 mL) was treated with a slow flow of gaseous hydrogen sulfide for 30 minutes at rt. Diethyl amine (15.6 mL, 11.0 g, 0.15 mol) was added and the solution was heated at 70° C. for 4 h. The solution was cooled to rt and the residual H2S was removed by passing argon through the solution for 30 minutes. The solvent was evaporated under reduced pressure and the residue was filtered through a plug of silica, followed by washing ... Starting materials: C1CCOC1, [Li]CCCC, COC1=CCC=C(OC)C1, CCCCCC, BrC1CCCC1. Product: COC1=CCC=C(OC)C1C1CCCC1. RXN SMILES: [CH2:22]1[O:23][CH2:24][CH2:25][CH2:26]1.[CH3:11][CH2:12][CH2:13][CH2:14][Li:15].[CH3:1][O:2][C:3]1=[CH:8][CH2:7][CH:6]=[C:5]([O:9][CH3:10])[CH2:4]1.[CH3:27][CH2:28][CH2:29][CH2:30][CH2:31][CH3:32].[CH:16]1([Br:21])[CH2:17][CH2:18][CH2:19][CH2:20]1>>[CH3:1][O:2][C:3]1=[CH:8][CH2:7][CH:6]=[C:5]([O:9][CH3:10])[CH:4]1[CH:16]1[CH2:17][CH2:18][CH2:19][CH2:20]1. Starting materials: [Al+3], CCOCC, COC(=O)C(C)Oc1ccc(Oc2cnc3cc(F)ccc3n2)cc1, [H-], [H-], [H-], [H-], [Li+], O. The product is CC(CO)Oc1ccc(Oc2cnc3cc(F)ccc3n2)cc1. As a reaction SMILES: [Al+3:27].[CH2:33]([O:34][CH2:35][CH3:36])[CH3:37].[F:1][c:2]1[cH:3][c:4]2[n:5][cH:6][c:7]([O:12][c:13]3[cH:14][cH:15][c:16]([O:17][CH:18]([C:19](=[O:20])[O:21][CH3:22])[CH3:23])[cH:24][cH:25]3)[n:8][c:9]2[cH:10][cH:11]1.[H-:26].[H-:29].[H-:30].[H-:31].[Li+:28].[OH2:32]>>[F:1][c:2]1[cH:3][c:4]2[n:5][cH:6][c:7]([O:12][c:13]3[cH:14][cH:15][c:16]([O:17][CH:18]([CH2:19][OH:20])[CH3:23])[cH:24][cH:25]3)[n:8][c:9]2[cH:10][cH:11]1. Reactants: Example 6 ( iv ), N([C@@H](CCC(=O)N[C@@H](CC1=CC=CC=C1)C(=O)NCCC(=O)OCC1=CC=CC=C1)C(=O)OCC1=CC=CC=C1)C(=O)OCC1=CC=CC=C1 (Z-Glu(Phe-β-Ala-OBzl)-OBzl). Reagents/catalysts: [Pd] (Pd-C). Product: N[C@@H](CCC(=O)N[C@@H](CC1=CC=CC=C1)C(=O)NCCC(=O)O)C(=O)O (γ-Glu-Phe-β-Ala). Yield: 96.7%. Reaction SMILES: [NH:1](C(OCC1C=CC=CC=1)=O)[C@H:2]([C:31]([O:33]CC1C=CC=CC=1)=[O:32])[CH2:3][CH2:4][C:5]([NH:7][C@H:8]([C:16]([NH:18][CH2:19][CH2:20][C:21]([O:23]CC1C=CC=CC=1)=[O:22])=[O:17])[CH2:9][C:10]1[CH:15]=[CH:14][CH:13]=[CH:12][CH:11]=1)=[O:6]>[Pd]>[NH2:1][C@H:2]([C:31]([OH:33])=[O:32])[CH2:3][CH2:4][C:5]([NH:7][C@H:8]([C:16]([NH:18][CH2:19][CH2:20][C:21]([OH:23])=[O:22])=[O:17])[CH2:9][C:10]1[CH:15]=[CH:14][CH:13]=[CH:12][CH:11]=1)=[O:6]. Reported procedure: In the same manner as Example 6 (iv), 2.50 g of Z-Glu(Phe-β-Ala-OBzl)-OBzl was hydrogenated in the presence of Pd-C and removed the protecting group to give 1.30 g of γ-Glu-Phe-β-Ala (Compound 33); yield 99%. The reactants are C(C)OC(=O)C=1N2C(SC1)=C(C(=N2)C2=CC(=CC=C2)NC(=O)NC2=CC=C(C=C2)C(F)(F)F)C2=CC=NC=C2 (7-Pyridin-4-yl-6-{3-[3-(4-trifluoromethyl-phenyl)-ureido]-phenyl}-pyrazolo[5,1-b]-thiazole-3-carboxylic acid ethyl ester), N (ammonia). Run in CO (methanol). Reaction conditions: temperature 60 celsius, time 32 hour. Product: N1=CC=C(C=C1)C=1C(=NN2C1SC=C2C(=O)N)C2=CC(=CC=C2)NC(=O)NC2=CC=C(C=C2)C(F)(F)F (7-pyridin-4-yl-6-{3-[3-(4-trifluoromethyl-phenyl)-ureido]-phenyl}-pyrazolo[5,1-b]thiazole-3-carboxylic acid amide). Yield: 46.0%. Reaction SMILES: C([O:3][C:4]([C:6]1[N:7]2[N:13]=[C:12]([C:14]3[CH:19]=[CH:18][CH:17]=[C:16]([NH:20][C:21]([NH:23][C:24]4[CH:29]=[CH:28][C:27]([C:30]([F:33])([F:32])[F:31])=[CH:26][CH:25]=4)=[O:22])[CH:15]=3)[C:11]([C:34]3[CH:39]=[CH:38][N:37]=[CH:36][CH:35]=3)=[C:8]2[S:9][CH:10]=1)=O)C.[NH3:40]>CO>[N:37]1[CH:36]=[CH:35][C:34]([C:11]2[C:12]([C:14]3[CH:19]=[CH:18][CH:17]=[C:16]([NH:20][C:21]([NH:23][C:24]4[CH:29]=[CH:28][C:27]([C:30]([F:31])([F:33])[F:32])=[CH:26][CH:25]=4)=[O:22])[CH:15]=3)=[N:13][N:7]3[C:6]([C:4]([NH2:40])=[O:3])=[CH:10][S:9][C:8]=23)=[CH:39][CH:38]=1. Procedure: 7-Pyridin-4-yl-6-{3-[3-(4-trifluoromethyl-phenyl)-ureido]-phenyl}-pyrazolo[5,1-b]-thiazole-3-carboxylic acid ethyl ester (31 mg, 0.056 mmol) was suspended a 7 N ammonia solution in methanol (1.5 mL) in a screw cap Pyrex tube. The mixture was stirred at 60° C. for 32 hours and then allowed to cool slowly to room temperature during the night. The suspended solid was filtered, washed with DCM and dried at 50° C. under high vacuum to give 13 mg of 7-pyridin-4-yl-6-{3-[3-(4-trifluoromethyl-phenyl)-ur... Reactants: FC(F)(F)c1ccc2c(c1)N(Cc1cccc(Br)c1)CCC2, O=C([O-])[O-], Cc1ccccc1, CCO, [Na+], [Na+], OCc1ccc(B(O)O)cc1. Product: OCc1ccc(-c2cccc(CN3CCCc4ccc(C(F)(F)F)cc43)c2)cc1. Reaction SMILES: [Br:1][c:2]1[cH:3][c:4]([CH2:5][N:6]2[CH2:7][CH2:8][CH2:9][c:10]3[cH:11][cH:12][c:13]([C:16]([F:17])([F:18])[F:19])[cH:14][c:15]32)[cH:20][cH:21][cH:22]1.[C:34](=[O:35])([O-:36])[O-:37].[CH3:40][c:41]1[cH:42][cH:43][cH:44][cH:45][cH:46]1.[CH3:47][CH2:48][OH:49].[Na+:38].[Na+:39].[OH:23][CH2:24][c:25]1[cH:26][cH:27][c:28]([B:31]([OH:32])[OH:33])[cH:29][cH:30]1>>[c:2]1(-[c:28]2[cH:27][cH:26][c:25]([CH2:24][OH:23])[cH:30][cH:29]2)[cH:3][c:4]([CH2:5][N:6]2[CH2:7][CH2:8][CH2:9][c:10]3[cH:11][cH:12][c:13]([C:16]([F:17])([F:18])[F:19])[cH:14][c:15]32)[cH:20][cH:21][cH:22]1. Reactants: C(C)(C)(C)OC(C(=O)O)C1=C(C2=C(C(N1C)=O)NC=C2)C=2C(=C1CCCOC1=CC2)C (2-(tert-butoxy)-2-(6-methyl-4-(5-methylchroman-6-yl)-7-oxo-6,7-dihydro-1H-pyrrolo[2,3-c]pyridin-5-yl)acetic acid), FC=1C=C(CBr)C=CC1 (3-fluorobenzyl bromide). Run in CC#N.O (MeCN H2O). The product is C(C)(C)(C)OC(C(=O)O)C1=C(C2=C(C(N1C)=O)N(C=C2)CC2=CC(=CC=C2)F)C=2C(=C1CCCOC1=CC2)C (2-(tert-butoxy)-2-(1-(3-fluorobenzyl)-6-methyl-4-(5-methylchroman-6-yl)-7-oxo-6,7-dihydro-1H-pyrrolo[2,3-c]pyridin-5-yl)acetic acid). As a reaction SMILES: [C:1]([O:5][CH:6]([C:10]1[N:15]([CH3:16])[C:14](=[O:17])[C:13]2[NH:18][CH:19]=[CH:20][C:12]=2[C:11]=1[C:21]1[C:22]([CH3:31])=[C:23]2[C:28](=[CH:29][CH:30]=1)[O:27][CH2:26][CH2:25][CH2:24]2)[C:7]([OH:9])=[O:8])([CH3:4])([CH3:3])[CH3:2].[F:32][C:33]1[CH:34]=[C:35]([CH:38]=[CH:39][CH:40]=1)[CH2:36]Br>CC#N.O>[C:1]([O:5][CH:6]([C:10]1[N:15]([CH3:16])[C:14](=[O:17])[C:13]2[N:18]([CH2:36][C:35]3[CH:38]=[CH:39][CH:40]=[C:33]([F:32])[CH:34]=3)[CH:19]=[CH:20][C:12]=2[C:11]=1[C:21]1[C:22]([CH3:31])=[C:23]2[C:28](=[CH:29][CH:30]=1)[O:27][CH2:26][CH2:25][CH2:24]2)[C:7]([OH:9])=[O:8])([CH3:4])([CH3:3])[CH3:2] |f:2.3|. Reported procedure: The title compound was prepared in a manner similar to that described in Example 41 from 2-(tert-butoxy)-2-(6-methyl-4-(5-methylchroman-6-yl)-7-oxo-6,7-dihydro-1H-pyrrolo[2,3-c]pyridin-5-yl)acetic acid and 3-fluorobenzyl bromide and was isolated by reverse phase chromatography (10-90% MeCN/H2O-0.1% TFA, 12 min) on an achiral column. 1H NMR (400 MHz, CHLOROFORM-d) ppm 7.29-7.38 (m, 2H) 6.91-7.10 (m, 4H) 6.67-6.81 (m, 1H) 5.74-5.95 (m, 2H) 5.18-5.50 (m, 1H) 4.12-4.30 (m, 2H) 3.62-3.74 (m, 3H) 2.61... The reactants are C(C1=CC=CC=C1)(=O)N=C=S (benzoyl isothiocyanate), C(C1=CC=CC=C1)(=O)O[C@H](C(=O)O)[C@@H](C(=O)O)OC(C1=CC=CC=C1)=O.N[C@@]1([C@@H]([C@H](OC1)C(F)(F)F)CO)C1=C(C=CC=C1)F (((2S,3R,4S)-4-Amino-4-(2-fluorophenyl)-2-(trifluoromethyl)tetrahydrofuran-3-yl)methanol (2S,3S)-2,3-bis(benzoyloxy)succinate), CCOC(=O)C (EtOAc), CCOC(=O)C (EtOAc), [OH-].[Na+] (NaOH). Run in C(Cl)Cl (CH2Cl2). Run at temperature -3 celsius, time 5 minute. Yields the product FC1=C(C=CC=C1)[C@@]1(CO[C@@H]([C@H]1CO)C(F)(F)F)NC(=S)NC(C1=CC=CC=C1)=O (N-((3S,4R,5S)-3-(2-fluorophenyl)-4-(hydroxymethyl)-5-(trifluoromethyl)-tetrahydrofuran-3-ylcarbamothioyl)benzamide). The yield is 106.1%. RXN SMILES: C(O[C@@H]([C@H](OC(=O)C1C=CC=CC=1)C(O)=O)C(O)=O)(=O)C1C=CC=CC=1.[NH2:27][C@@:28]1([C:39]2[CH:44]=[CH:43][CH:42]=[CH:41][C:40]=2[F:45])[CH2:32][O:31][C@H:30]([C:33]([F:36])([F:35])[F:34])[C@H:29]1[CH2:37][OH:38].CCOC(C)=O.[OH-].[Na+].[C:54]([N:62]=[C:63]=[S:64])(=[O:61])[C:55]1[CH:60]=[CH:59][CH:58]=[CH:57][CH:56]=1>C(Cl)Cl>[F:45][C:40]1[CH:41]=[CH:42][CH:43]=[CH:44][C:39]=1[C@@:28]1([NH:27][C:63]([NH:62][C:54](=[O:61])[C:55]2[CH:56]=[CH:57][CH:58]=[CH:59][CH:60]=2)=[S:64])[C@H:29]([CH2:37][OH:38])[C@@H:30]([C:33]([F:36])([F:34])[F:35])[O:31][CH2:32]1 |f:0.1,3.4|. Reported procedure: To chiral salt ((2S,3R,4S)-4-Amino-4-(2-fluorophenyl)-2-(trifluoromethyl)tetrahydrofuran-3-yl)methanol (2S,3S)-2,3-bis(benzoyloxy)succinate (0.361 kg, 0.556 mol) was added EtOAc (1.08 L) and the suspension was cooled to −3° C. 1.0 N aq. NaOH (1.30 L) was added over 20 mins while maintaining T <5° C. After 5 mins, benzoyl isothiocyanate (80.0 mL, 594 mmol) was added over 8 mins while maintaining T <5° C. After 1 h, EtOAc (722 mL) was charged. The aq. layer was removed, and the organics were washe... The reactants are OP(CCCCc1ccccc1)OCc1ccccc1, CC(C)=O, [K+], O=[Mn](=O)(=O)[O-], [Na+], O, O=S([O-])O. Product: O=P(O)(CCCCc1ccccc1)OCc1ccccc1. Reaction SMILES: [CH2:1]([c:2]1[cH:3][cH:4][cH:5][cH:6][cH:7]1)[O:8][P:9]([OH:10])[CH2:11][CH2:12][CH2:13][CH2:14][c:15]1[cH:16][cH:17][cH:18][cH:19][cH:20]1.[CH3:32][C:33](=[O:34])[CH3:35].[K+:26].[Mn:21](=[O:22])([O-:23])(=[O:24])=[O:25].[Na+:31].[OH2:36].[S:27](=[O:28])([OH:29])[O-:30]>>[CH2:1]([c:2]1[cH:3][cH:4][cH:5][cH:6][cH:7]1)[O:8][P:9]([OH:10])([CH2:11][CH2:12][CH2:13][CH2:14][c:15]1[cH:16][cH:17][cH:18][cH:19][cH:20]1)=[O:22].